Dataset: the Open Reaction Database (ORD), a public repository of structured organic reaction records. Task: describe an organic reaction: reactants, conditions, products, and yield Starting materials: COc1ccc(F)c(Cl)c1C(C)c1c[nH]c2ncc(Br)cc12, CCOC(=O)C1CCC(n2nc(C)c(B3OC(C)(C)C(C)(C)O3)c2C)CC1, [F-], [K+], C1COCCO1, O, c1ccc(P(c2ccccc2)(c2ccccc2)[Pd](P(c2ccccc2)(c2ccccc2)c2ccccc2)(P(c2ccccc2)(c2ccccc2)c2ccccc2)P(c2ccccc2)(c2ccccc2)c2ccccc2)cc1. Product: CCOC(=O)C1CCC(n2nc(C)c(-c3cnc4[nH]cc(C(C)c5c(OC)ccc(F)c5Cl)c4c3)c2C)CC1. RXN SMILES: [Br:1][c:2]1[cH:3][c:4]2[c:5]([n:6][cH:7]1)[nH:8][cH:9][c:10]2[CH:11]([CH3:12])[c:13]1[c:14]([Cl:22])[c:15]([F:21])[cH:16][cH:17][c:18]1[O:19][CH3:20].[CH3:23][c:24]1[n:25][n:26]([CH:39]2[CH2:40][CH2:41][CH:42]([C:45](=[O:46])[O:47][CH2:48][CH3:49])[CH2:43][CH2:44]2)[c:27]([CH3:38])[c:28]1[B:29]1[O:30][C:31]([CH3:32])([CH3:33])[C:34]([CH3:35])([CH3:36])[O:37]1.[F-:50].[K+:51].[O:130]1[CH2:131][CH2:132][O:133][CH2:134][CH2:135]1.[OH2:52].[cH:53]1[cH:54][cH:55][c:56]([P:57]([Pd:58]([P:59]([c:60]2[cH:61][cH:62][cH:63][cH:64][cH:65]2)([c:66]2[cH:67][cH:68][cH:69][cH:70][cH:71]2)[c:72]2[cH:73][cH:74][cH:75][cH:76][cH:77]2)([P:78]([c:79]2[cH:80][cH:81][cH:82][cH:83][cH:84]2)([c:85]2[cH:86][cH:87][cH:88][cH:89][cH:90]2)[c:91]2[cH:92][cH:93][cH:94][cH:95][cH:96]2)[P:97]([c:98]2[cH:99][cH:100][cH:101][cH:102][cH:103]2)([c:104]2[cH:105][cH:106][cH:107][cH:108][cH:109]2)[c:110]2[cH:111][cH:112][cH:113][cH:114][cH:115]2)([c:116]2[cH:117][cH:118][cH:119][cH:120][cH:121]2)[c:122]2[cH:123][cH:124][cH:125][cH:126][cH:127]2)[cH:128][cH:129]1>>[c:2]1(-[c:28]2[c:24]([CH3:23])[n:25][n:26]([CH:39]3[CH2:40][CH2:41][CH:42]([C:45](=[O:46])[O:47][CH2:48][CH3:49])[CH2:43][CH2:44]3)[c:27]2[CH3:38])[cH:3][c:4]2[c:5]([n:6][cH:7]1)[nH:8][cH:9][c:10]2[CH:11]([CH3:12])[c:13]1[c:14]([Cl:22])[c:15]([F:21])[cH:16][cH:17][c:18]1[O:19][CH3:20].